From a dataset of the Open Reaction Database (ORD), a public repository of structured organic reaction records. describe an organic reaction: reactants, conditions, products, and yield Starting materials: COc1cc2c(Nc3nc(-c4ccccc4)cs3)cnc(CNC(=O)OC(C)(C)C)c2cc1OC, ClCCl, Cl, C1COCCO1. RXN SMILES: [C:1]([O:2][C:3](=[O:4])[NH:7][CH2:8][c:9]1[n:10][cH:11][c:12]([NH:23][c:24]2[s:25][cH:26][c:27](-[c:29]3[cH:30][cH:31][cH:32][cH:33][cH:34]3)[n:28]2)[c:13]2[cH:14][c:15]([O:21][CH3:22])[c:16]([O:19][CH3:20])[cH:17][c:18]12)([CH3:5])([CH3:6])[CH3:35].[Cl:37][CH2:38][Cl:39].[ClH:36].[O:40]1[CH2:41][CH2:42][O:43][CH2:44][CH2:45]1>>[ClH:36].[NH2:7][CH2:8][c:9]1[n:10][cH:11][c:12]([NH:23][c:24]2[s:25][cH:26][c:27](-[c:29]3[cH:30][cH:31][cH:32][cH:33][cH:34]3)[n:28]2)[c:13]2[cH:14][c:15]([O:21][CH3:22])[c:16]([O:19][CH3:20])[cH:17][c:18]12. The product is Cl, COc1cc2c(Nc3nc(-c4ccccc4)cs3)cnc(CN)c2cc1OC. Reactants: CC(C)(C)OC(=O)N1CCC(CCc2sccc2S(C)(=O)=O)CC1, CCOC(C)=O, Cl. Yields the product Cl, CS(=O)(=O)c1ccsc1CCC1CCNCC1. As a reaction SMILES: [C:1]([O:2][C:3](=[O:4])[N:8]1[CH2:9][CH2:10][CH:11]([CH2:14][CH2:15][c:16]2[s:17][cH:18][cH:19][c:20]2[S:21](=[O:22])(=[O:23])[CH3:24])[CH2:12][CH2:13]1)([CH3:5])([CH3:6])[CH3:7].[CH3:26][CH2:27][O:28][C:29](=[O:30])[CH3:31].[ClH:25]>>[ClH:25].[NH:8]1[CH2:9][CH2:10][CH:11]([CH2:14][CH2:15][c:16]2[s:17][cH:18][cH:19][c:20]2[S:21](=[O:22])(=[O:23])[CH3:24])[CH2:12][CH2:13]1. Reactants: CC(C)(C)[O-], Cc1ccccc1, COC[P+](c1ccccc1)(c1ccccc1)c1ccccc1, [Cl-], CCC(=O)c1ccc(-c2ccc(C(F)(F)F)cc2)cc1, [K+]. The product is CCC(=COC)c1ccc(-c2ccc(C(F)(F)F)cc2)cc1. As a reaction SMILES: [CH3:1][C:2]([CH3:3])([O-:4])[CH3:5].[CH3:50][c:51]1[cH:52][cH:53][cH:54][cH:55][cH:56]1.[CH3:8][O:9][CH2:10][P+:11]([c:12]1[cH:13][cH:14][cH:15][cH:16][cH:17]1)([c:18]1[cH:19][cH:20][cH:21][cH:22][cH:23]1)[c:24]1[cH:25][cH:26][cH:27][cH:28][cH:29]1.[Cl-:7].[F:30][C:31]([c:32]1[cH:33][cH:34][c:35](-[c:38]2[cH:39][cH:40][c:41]([C:44]([CH2:45][CH3:46])=[O:47])[cH:42][cH:43]2)[cH:36][cH:37]1)([F:48])[F:49].[K+:6]>>[CH3:8][O:9][CH:10]=[C:44]([c:41]1[cH:40][cH:39][c:38](-[c:35]2[cH:34][cH:33][c:32]([C:31]([F:30])([F:48])[F:49])[cH:37][cH:36]2)[cH:43][cH:42]1)[CH2:45][CH3:46]. Starting materials: CCO, CC(=O)O, O=N[O-], CCCn1c(=O)cc(N)n(CCc2ccc([N+](=O)[O-])cc2)c1=O, [Na+], O. As a reaction SMILES: [CH3:25][CH2:26][OH:27].[CH3:32][C:33](=[O:34])[OH:35].[N:28](=[O:29])[O-:30].[NH2:1][c:2]1[cH:3][c:4](=[O:23])[n:5]([CH2:20][CH2:21][CH3:22])[c:6](=[O:19])[n:7]1[CH2:8][CH2:9][c:10]1[cH:11][cH:12][c:13]([N+:16](=[O:17])[O-:18])[cH:14][cH:15]1.[Na+:31].[OH2:24]>>[NH2:1][c:2]1[c:3]([N:28]=[O:29])[c:4](=[O:23])[n:5]([CH2:20][CH2:21][CH3:22])[c:6](=[O:19])[n:7]1[CH2:8][CH2:9][c:10]1[cH:11][cH:12][c:13]([N+:16](=[O:17])[O-:18])[cH:14][cH:15]1. The product is CCCn1c(=O)c(N=O)c(N)n(CCc2ccc([N+](=O)[O-])cc2)c1=O. Reactants: O=C([O-])[O-], CCO, COC(=O)c1ccccc1N, CO, [K+], [K+]. Product: CCOC(=O)c1ccccc1N. As a reaction SMILES: [C:15](=[O:16])([O-:17])[O-:18].[CH3:12][CH2:13][OH:14].[CH3:1][O:2][C:3]([c:4]1[c:5]([NH2:6])[cH:7][cH:8][cH:9][cH:10]1)=[O:11].[CH3:21][OH:22].[K+:19].[K+:20]>>[CH2:1]([O:2][C:3]([c:4]1[c:5]([NH2:6])[cH:7][cH:8][cH:9][cH:10]1)=[O:11])[CH3:12]. Reactants: BrC=1C=C(C(=NC1)NC1=CC=C(CNC(OC(C)(C)C)=O)C=C1)[N+](=O)[O-] (tert-butyl 4-((5-bromo-3-nitropyridin-2-yl)amino)benzylcarbamate), NC1=C(C=O)C=CC=N1 (2-aminonicotinaldehyde), S(=O)([O-])S(=O)[O-].[Na+].[Na+] (sodium dithionite). Run in ClCCl (dichloromethane), CO (methanol), CS(=O)C (DMSO), CO (methanol), C(C)(=O)OCC (ethyl acetate), O (water). Reaction conditions: temperature 100 celsius, time 36 hour. Yields the product NC1=NC=CC=C1C1=NC=2C(=NC=C(C2)Br)N1C1=CC=C(CNC(OC(C)(C)C)=O)C=C1 (tert-butyl 4-(2-(2-aminopyridin-3-yl)-6-bromo-3H-imidazo[4,5-b]pyridine-3-yl)benzylcarbamate). The yield is 40.4%. Reaction SMILES: [Br:1][C:2]1[CH:3]=[C:4]([N+:24]([O-])=O)[C:5]([NH:8][C:9]2[CH:23]=[CH:22][C:12]([CH2:13][NH:14][C:15](=[O:21])[O:16][C:17]([CH3:20])([CH3:19])[CH3:18])=[CH:11][CH:10]=2)=[N:6][CH:7]=1.[NH2:27][C:28]1[N:35]=[CH:34][CH:33]=[CH:32][C:29]=1[CH:30]=O.S(S([O-])=O)([O-])=O.[Na+].[Na+]>C(OCC)(=O)C.O.ClCCl.CO.CS(C)=O>[NH2:27][C:28]1[C:29]([C:30]2[N:8]([C:9]3[CH:23]=[CH:22][C:12]([CH2:13][NH:14][C:15](=[O:21])[O:16][C:17]([CH3:20])([CH3:19])[CH3:18])=[CH:11][CH:10]=3)[C:5]3=[N:6][CH:7]=[C:2]([Br:1])[CH:3]=[C:4]3[N:24]=2)=[CH:32][CH:33]=[CH:34][N:35]=1 |f:2.3.4|. Procedure details: tert-butyl 4-((5-bromo-3-nitropyridin-2-yl)amino)benzylcarbamate (25.0 g, 58.9 mmol), 2-aminonicotinaldehyde (10.2 g, 83.5 mmol), sodium dithionite (31.0 g, 178 mmol), methanol (80 mL), and DMSO (500 mL) were placed in a round-bottomed flask which was allowed to stir at 100° C. for 36 h. After cooling to room temperature the mixture was diluted with ethyl acetate (500 mL) and water (500 mL). The layers were separated, the organic layer was washed with water (2×300 mL) and concentrated to yield t... Starting materials: ClC(Cl)(Cl)Cl, CCCc1ccc(CCC2CCC(CCc3ccccc3)CC2)cc1, CC(=O)O, [O-][I+2]([O-])O, I, O, O=S(=O)(O)O. The product is CCCc1ccc(CCC2CCC(CCc3ccc(I)cc3)CC2)cc1. RXN SMILES: [C:37]([Cl:38])([Cl:39])([Cl:40])[Cl:41].[CH2:6]([CH2:7][CH3:8])[c:9]1[cH:10][cH:11][c:12]([CH2:15][CH2:16][CH:17]2[CH2:18][CH2:19][CH:20]([CH2:23][CH2:24][c:25]3[cH:26][cH:27][cH:28][cH:29][cH:30]3)[CH2:21][CH2:22]2)[cH:13][cH:14]1.[CH3:42][C:43](=[O:44])[OH:45].[I+2:32]([OH:33])([O-:34])[O-:35].[I:31].[OH2:36].[S:1](=[O:2])(=[O:3])([OH:4])[OH:5]>>[CH2:6]([CH2:7][CH3:8])[c:9]1[cH:10][cH:11][c:12]([CH2:15][CH2:16][CH:17]2[CH2:18][CH2:19][CH:20]([CH2:23][CH2:24][c:25]3[cH:26][cH:27][c:28]([I:32])[cH:29][cH:30]3)[CH2:21][CH2:22]2)[cH:13][cH:14]1. Starting materials: CCOC(=O)CP(=O)(OCC)OCC, CS(C)=O, [H-], CC(C)I, [Na+]. Product: CCOC(=O)C(C(C)C)P(=O)(OCC)OCC. Reaction SMILES: [CH3:1][CH2:2][O:3][C:4](=[O:5])[CH2:6][P:7](=[O:8])([O:9][CH2:10][CH3:11])[O:12][CH2:13][CH3:14].[CH3:21][S:22]([CH3:23])=[O:24].[H-:16].[I:17][CH:18]([CH3:19])[CH3:20].[Na+:15]>>[CH3:1][CH2:2][O:3][C:4](=[O:5])[CH:6]([P:7](=[O:8])([O:9][CH2:10][CH3:11])[O:12][CH2:13][CH3:14])[CH:18]([CH3:19])[CH3:20]. Starting materials: IC=1C=C(C(=O)O)C=CC1C (3-iodo-4-methylbenzoic acid), OS(=O)(=O)O (H2SO4), CO (MeOH). Run at temperature 60 celsius. The product is IC=1C=C(C(=O)OC)C=CC1C (Methyl 3-iodo-4-methylbenzoate). Yield: 98.0%. As a reaction SMILES: [I:1][C:2]1[CH:3]=[C:4]([CH:8]=[CH:9][C:10]=1[CH3:11])[C:5]([OH:7])=[O:6].OS(O)(=O)=O.[CH3:17]O>>[I:1][C:2]1[CH:3]=[C:4]([CH:8]=[CH:9][C:10]=1[CH3:11])[C:5]([O:7][CH3:17])=[O:6]. Reported procedure: To a solution of 3-iodo-4-methylbenzoic acid (28.0 g, 0.107 mol) in MeOH (300 mL) at 0° C. was carefully added concentrated H2SO4 (30 mL). The mixture was heated at 60° C. overnight, then cooled and the solvent removed under reduced pressure. The residue was carefully poured onto ice-water (200 mL) and the mixture was extracted with EtOAc (500 mL). The organics was washed with water (100 mL), saturated NaHCO3 (100 mL), brine (100 mL), dried (MgSO4), filtered, and concentrated to yield the title ...